Dataset: the Open Reaction Database (ORD), a public repository of structured organic reaction records. Task: describe an organic reaction: reactants, conditions, products, and yield The yield is 73.1%. Reactants: C(C)OC([C@@H](NC(=O)OC(C)(C)C)CC(=O)OCC)=O ((S)-N-tert-butoxycarbonyl-aspartic acid diethyl ester), [BH4-].[Na+] (sodium borohydride). Solvent: C(C)O (ethanol), [Cl-].[Na+].O (brine). Reaction conditions: temperature 25 celsius, time 2 hour. Reaction SMILES: C([O:3][C:4](=O)[C@H:5]([CH2:14][C:15](OCC)=[O:16])[NH:6][C:7]([O:9][C:10]([CH3:13])([CH3:12])[CH3:11])=[O:8])C.[BH4-].[Na+]>C(O)C.[Cl-].[Na+].O>[C:10]([O:9][C:7]([NH:6][C@@H:5]([CH2:14][CH2:15][OH:16])[CH2:4][OH:3])=[O:8])([CH3:13])([CH3:12])[CH3:11] |f:1.2,4.5.6|. Reported procedure: A stirred solution of (S)-N-BOC diethyl Laspartate 3 (47.41 g, 0.16 mol) in absolute ethanol (770 ml) was cooled in ice, then sodium borohydride (60.8 g, 1.6 mol) was added in 10 g portions. The cooling bath was removed when the reaction subsided, and the reaction mixture was heated slowly to reflux for 1 h; after this time TLC (EtOAc-EtOH 3:1) analysis indicated complete consumption of the starting material. The reaction mixture was cooled to 25° C., and the lumps formed were broken-up to give ... The product is C(C)(C)(C)OC(=O)N[C@H](CO)CCO ((S)-2-(tert-butoxycarbonylamino)-1,4-butanediol). Starting materials: ( s ), amide, C(CCC(=O)O)(=O)O (succinic acid), ( d ), C1(CCC(=O)O1)=O (succinic anhydride), ( t ), acetal, COC(CN)OC (aminoacetaldehyde dimethyl acetal), [OH-].[Na+] (sodium hydroxide), ( t ). The solvent is C(Cl)Cl (methylene chloride). Run at time 30 minute. The product is COC(CNC(CCC(=O)O)=O)OC (N-[2,2-Dimethoxyethyl]succinic monoamide). As a reaction SMILES: [C:1]1(=[O:7])[O:6][C:4](=[O:5])[CH2:3][CH2:2]1.[CH3:8][O:9][CH:10]([O:13][CH3:14])[CH2:11][NH2:12].[OH-].[Na+].C(O)(=O)CCC(O)=O>C(Cl)Cl>[CH3:8][O:9][CH:10]([O:13][CH3:14])[CH2:11][NH:12][C:4](=[O:5])[CH2:3][CH2:2][C:1]([OH:6])=[O:7] |f:2.3|. Procedure details: 50.04 g (0.5 mol) of freshly distilled succinic anhydride are dispersed in 100 ml of methylene chloride. 52.75 g (0.5 mol) of aminoacetaldehyde dimethyl acetal are added, and the mixture is boiled under reflux. After 30 minutes, the homogeneous solution is evaporated in vacuo and freed from solvent at 60° C. under a high vacuum, giving a viscous oil which, according to titration with sodium hydroxide solution, has a purity of 99.4%. NMR data: 2.63 ppm (m) 4 methylene protons of succinic acid, 3.... Starting materials: sand, [O-]O.C(C)(CC)C1=CC=CC=C1 (sec-butylbenzene hydroperoxide). Reagents/catalysts: ON1C(C=2C(C1=O)=CC=CC2)=O (N-hydroxyphthalimide), catalyst. The solvent is C(C)C(=O)C (methyl ethyl ketone), C(C)C(=O)C (MEK), C(C)C(=O)C (MEK). Reaction conditions: temperature 90 celsius. The product is [O-]O.C(C)(CC)C1=CC=CC=C1 (sec-butylbenzene hydroperoxide), C(C)(CC)C1=CC=CC=C1 (sec-butylbenzene). As a reaction SMILES: [O-:1][OH:2].[CH:3]([C:7]1[CH:12]=[CH:11][CH:10]=[CH:9][CH:8]=1)([CH2:5][CH3:6])[CH3:4]>C(C(C)=O)C.ON1C(=O)C2=CC=CC=C2C1=O>[O-:1][OH:2].[CH:3]([C:7]1[CH:12]=[CH:11][CH:10]=[CH:9][CH:8]=1)([CH2:5][CH3:6])[CH3:4].[CH:3]([C:7]1[CH:12]=[CH:11][CH:10]=[CH:9][CH:8]=1)([CH2:5][CH3:6])[CH3:4] |f:0.1,4.5|. Reported procedure: The catalyst (1.5 g) prepared in Example 5 was pelletized to 20-40 mesh size, mixed with 60-80 mesh sand (1.5 g) (v/v 1:1), and loaded into a ⅜-inch (1 cm) diameter stainless steel tubular reactor. The reactor was heated to 90° C. and held at 90° C. with liquid methyl ethyl ketone (MEK) introduction through the reactor tube at 1 cc/min via an ISCO pump for 135 min. The MEK feed was turned off and a 5 wt % solution of sec-butylbenzene hydroperoxide (SBBHP) in MEK was introduced to the reactor via... Starting materials: CN1CCNCCC1 (1-methyl-1,4-diazepane), C(=O)([O-])[O-].[K+].[K+] (K2CO3), BrC=1C=CC(=NC1)[N+](=O)[O-] (5-bromo-2-nitropyridine), O (water). Run in CS(=O)C (DMSO). Run at temperature 65 celsius, time 8 hour. Yields the product CN1CCN(CCC1)C=1C=NC(=CC1)[N+](=O)[O-] (1-Methyl-4-(6-nitropyridin-3-yl)-1,4-diazepane). Yield: 38.5%. RXN SMILES: [CH3:1][N:2]1[CH2:8][CH2:7][CH2:6][NH:5][CH2:4][CH2:3]1.C([O-])([O-])=O.[K+].[K+].Br[C:16]1[CH:17]=[CH:18][C:19]([N+:22]([O-:24])=[O:23])=[N:20][CH:21]=1.O>CS(C)=O>[CH3:1][N:2]1[CH2:8][CH2:7][CH2:6][N:5]([C:16]2[CH:21]=[N:20][C:19]([N+:22]([O-:24])=[O:23])=[CH:18][CH:17]=2)[CH2:4][CH2:3]1 |f:1.2.3|. Reported procedure: To a solution of 1-methyl-1,4-diazepane (1 g, 8.8 mmol) in DMSO (20 mL) were added K2CO3 (2.4 g, 18 mmol) and 5-bromo-2-nitropyridine (51-7) (1.78 g, 8.8 mmol). The mixture was stirred at 65° C. for overnight. It was allowed to cool to room temperature and poured into water. The resulting solid was collected and dried under vacuum. The solid was further purified by flash column eluting with 3:1 petroleum ether/ethyl acetate and then methylene chloride to give 338a as a yellow solid (800 mg, 69%)... Starting materials: NC1=CC(=NC(=C1C#N)Cl)C(=O)NCC1CCN(CC1)CC1=CN=C(S1)C1=C(C=CC=C1F)F (4-Amino-6-chloro-5-cyano-N-((1-((2-(2,6-difluorophenyl)thiazol-5-yl)methyl)piperidin-4-yl)methyl)picolinamide), C1(CC1)CO (cyclopropylmethanol). The product is NC1=CC(=NC(=C1C#N)OCC1CC1)C(=O)NCC1CCN(CC1)CC1=CN=C(S1)C1=C(C=CC=C1F)F (4-amino-5-cyano-6-(cyclopropylmethoxy)-N-((1-((2-(2,6-difluorophenyl)thiazol-5-yl)methyl)piperidin-4-yl)methyl)picolinamide). As a reaction SMILES: [NH2:1][C:2]1[C:7]([C:8]#[N:9])=[C:6](Cl)[N:5]=[C:4]([C:11]([NH:13][CH2:14][CH:15]2[CH2:20][CH2:19][N:18]([CH2:21][C:22]3[S:26][C:25]([C:27]4[C:32]([F:33])=[CH:31][CH:30]=[CH:29][C:28]=4[F:34])=[N:24][CH:23]=3)[CH2:17][CH2:16]2)=[O:12])[CH:3]=1.[CH:35]1([CH2:38][OH:39])[CH2:37][CH2:36]1>>[NH2:1][C:2]1[C:7]([C:8]#[N:9])=[C:6]([O:39][CH2:38][CH:35]2[CH2:37][CH2:36]2)[N:5]=[C:4]([C:11]([NH:13][CH2:14][CH:15]2[CH2:20][CH2:19][N:18]([CH2:21][C:22]3[S:26][C:25]([C:27]4[C:32]([F:33])=[CH:31][CH:30]=[CH:29][C:28]=4[F:34])=[N:24][CH:23]=3)[CH2:17][CH2:16]2)=[O:12])[CH:3]=1. Procedure: According to the same procedure described in Example 204, using the compound prepared in Example 399 instead of the compound prepared in Example 215 and cyclopropylmethanol instead of 1-cyclopropylethanol, the title compound having the following physical data was obtained. Starting materials: ClC=1C=NC=2N(C1)N=C(C2)C(=O)O (6-chloro-pyrazolo[1,5-a]pyrimidine-2-carboxylic acid), FC1=CC=C(C=N1)C1=C2CCNC(C2=CC=C1)C (5-(6-Fluoro-pyridin-3-yl)-1-methyl-1,2,3,4-tetrahydro-isoquinoline). The product is ClC=1C=NC=2N(C1)N=C(C2)C(=O)N2C(C1=CC=CC(=C1CC2)C=2C=NC(=CC2)F)C ((6-Chloro-pyrazolo[1,5-a]pyrimidin-2-yl)-[5-(6-fluoro-pyridin-3-yl)-1-methyl-3,4-dihydro-1H-isoquinolin-2-yl]-methanone). RXN SMILES: [Cl:1][C:2]1[CH:3]=[N:4][C:5]2[N:6]([N:8]=[C:9]([C:11]([OH:13])=O)[CH:10]=2)[CH:7]=1.[F:14][C:15]1[N:20]=[CH:19][C:18]([C:21]2[CH:30]=[CH:29][CH:28]=[C:27]3[C:22]=2[CH2:23][CH2:24][NH:25][CH:26]3[CH3:31])=[CH:17][CH:16]=1>>[Cl:1][C:2]1[CH:3]=[N:4][C:5]2[N:6]([N:8]=[C:9]([C:11]([N:25]3[CH2:24][CH2:23][C:22]4[C:27](=[CH:28][CH:29]=[CH:30][C:21]=4[C:18]4[CH:19]=[N:20][C:15]([F:14])=[CH:16][CH:17]=4)[CH:26]3[CH3:31])=[O:13])[CH:10]=2)[CH:7]=1. Reported procedure: In close analogy to the procedure described in Example 1, 6-chloro-pyrazolo[1,5-a]pyrimidine-2-carboxylic acid is reacted with 5-(6-Fluoro-pyridin-3-yl)-1-methyl-1,2,3,4-tetrahydro-isoquinoline to provide the title compound in moderate yield. Reactants: O (water), O=O.[K+] (Potassium superoxide), BrCCCCC(=O)N1CCCC2=CC=CC=C12 (1-(5-bromopentanoyl)-1,2,3,4-tetrahydroquinoline), C1COCCOCCOCCOCCOCCO1 (18-Crown-6). Run in CS(=O)C (dimethylsulfoxide). The product is OCCCCC(=O)N1CCCC2=CC=CC=C12 (1-(5-hydroxypentanoyl)-1,2,3,4-tetrahydroquinoline). Reaction SMILES: O=O.[K+].Br[CH2:5][CH2:6][CH2:7][CH2:8][C:9]([N:11]1[C:20]2[C:15](=[CH:16][CH:17]=[CH:18][CH:19]=2)[CH2:14][CH2:13][CH2:12]1)=[O:10].C1OCCOCCOCCOCCOCC[O:23]C1.O>CS(C)=O>[OH:23][CH2:5][CH2:6][CH2:7][CH2:8][C:9]([N:11]1[C:20]2[C:15](=[CH:16][CH:17]=[CH:18][CH:19]=2)[CH2:14][CH2:13][CH2:12]1)=[O:10] |f:0.1|. Procedure details: Potassium superoxide (0.50 g) was added to a solution of 1-(5-bromopentanoyl)-1,2,3,4-tetrahydroquinoline (1.8 g) and 18-Crown-6 (0.4 g) in dimethylsulfoxide (25 ml). After 8 hours the solution was added to water and extracted with ether. The extract was washed, dried and evaporated and the residue was chromatographed on silica gel, eluting with 95:5 methylene chloride:methanol, to yield 1-(5-hydroxypentanoyl)-1,2,3,4-tetrahydroquinoline.